This data is from the Open Reaction Database (ORD), a public repository of structured organic reaction records. The task is: describe an organic reaction: reactants, conditions, products, and yield Procedure: A solution of the 5-(8,8-dimethyl-1,4-dioxaspiro[4.5]dec-6-en-6-yl)-1-methyl-1H-pyrazole (580 mg, 2.34 mmol) prepared in Example 67b and 2 M hydrochloric acid (2.0 mL) in THF (5.0 mL) was stirred for 1 hour under reflux. After allowing to cool, a 1 M aqueous sodium hydroxide solution (5.0 mL) was added to the reaction solution, followed by extraction with ethyl acetate (50 mL). The thus obtained organic layer was dried over anhydrous sodium sulfate. After vacuum concentration, the residue was pu... The solvent is C1CCOC1 (THF). Starting materials: CC1(C=C(C2(OCCO2)CC1)C1=CC=NN1C)C (5-(8,8-dimethyl-1,4-dioxaspiro[4.5]dec-6-en-6-yl)-1-methyl-1H-pyrazole), Cl (hydrochloric acid), [OH-].[Na+] (sodium hydroxide). Product: CC1(C=C(C(CC1)=O)C1=CC=NN1C)C (4,4-Dimethyl-2-(1-methyl-1H-pyrazol-5-yl)cyclohex-2-en-1-one). As a reaction SMILES: [CH3:1][C:2]1([CH3:18])[CH2:11][CH2:10][C:5]2(OCC[O:6]2)[C:4]([C:12]2[N:16]([CH3:17])[N:15]=[CH:14][CH:13]=2)=[CH:3]1.Cl.[OH-].[Na+]>C1COCC1>[CH3:1][C:2]1([CH3:18])[CH2:11][CH2:10][C:5](=[O:6])[C:4]([C:12]2[N:16]([CH3:17])[N:15]=[CH:14][CH:13]=2)=[CH:3]1 |f:2.3|. The yield is 90.4%. The reactants are 741.9, BrC1=C(C(=CC(=C1)C1=C2C=CC=CC2=C(C2=C1C1=C(S2)C=CC=C1)SC1=CC=NC=C1)Br)O (2,6-Dibromo-4-[6-(pyridin-4-ylsulfanyl)-benzo[b]naphtho[2,3-d]thiophen-11-yl]-phenol), O[C@H](C(=O)OC)CC1=CC=CC=C1 ((S)-2-Hydroxy-3-phenylpropionic acid, methyl ester), 743.9, 739.9, C36H24Br2NO3S2. Product: BrC1=C(O[C@@H](C(=O)O)CC2=CC=CC=C2)C(=CC(=C1)C1=C2C=CC=CC2=C(C2=C1C1=C(S2)C=CC=C1)SC1=CC=NC=C1)Br ((R)-2-{2,6-Dibromo-4-[6-(pyridin-4-ylsulfanyl)-benzo[b]naphtho[2,3-d]thiophen-11-yl]-phenoxy }-3-phenyl-propionic acid). As a reaction SMILES: [Br:1][C:2]1[CH:7]=[C:6]([C:8]2[C:17]3[C:18]4[CH:24]=[CH:23][CH:22]=[CH:21][C:19]=4[S:20][C:16]=3[C:15]([S:25][C:26]3[CH:31]=[CH:30][N:29]=[CH:28][CH:27]=3)=[C:14]3[C:9]=2[CH:10]=[CH:11][CH:12]=[CH:13]3)[CH:5]=[C:4]([Br:32])[C:3]=1[OH:33].O[C@@H:35]([CH2:40][C:41]1[CH:46]=[CH:45][CH:44]=[CH:43][CH:42]=1)[C:36]([O:38]C)=[O:37]>>[Br:32][C:4]1[CH:5]=[C:6]([C:8]2[C:17]3[C:18]4[CH:24]=[CH:23][CH:22]=[CH:21][C:19]=4[S:20][C:16]=3[C:15]([S:25][C:26]3[CH:31]=[CH:30][N:29]=[CH:28][CH:27]=3)=[C:14]3[C:9]=2[CH:10]=[CH:11][CH:12]=[CH:13]3)[CH:7]=[C:2]([Br:1])[C:3]=1[O:33][C@H:35]([CH2:40][C:41]1[CH:46]=[CH:45][CH:44]=[CH:43][CH:42]=1)[C:36]([OH:38])=[O:37]. Procedure details: Prepared from of 2,6-dibromo-4-[6-(pyridin-4-ylsulfanyl)-benzo [b]naphtho[2,3-d]thiophen-11-yl]-phenol (Example 65) and (S)-2-hydroxy-3-phenylpropionic acid, methyl ester (Example 96). White solid: NMR (DMSO- d6); δ13.3 (broad singlet, 1 H), 8:45 (m, 2 H), 8.37 (d, J=8 Hz, 1 H), 7.99 (d, J=8 Hz, 1 H), 7.85 (dd, J=7, 2 Hz, 2 H), 7.77-7.74 (m, 1 H), 7.66-7.65 (m, 2 H), 7.50 (t, J 7 Hz, 1 H), 7.43-7.25 (m, 8H), 6.68 (d, J=8 Hz, 1 H), 5.35 (dd, J 8 ,2 Hz, 1 H), 3.43 (d, J=7 Hz, 2 H); MS [+FAB]: [(M+... The reactants are COC(C1=CN=C(C(=C1)Br)Cl)=O (5-bromo-6-chloro-nicotinic acid methyl ester), N[C@H](CC(C)C)CO ((R)-(−)-leucinol), N1CCCC1 (pyrrolidine), FC(C1=CC=C(C=C1)B(O)O)(F)F (4-trifluoromethylphenyl-boronic acid). Yields the product OC[C@@H](CC(C)C)NC(C1=CN=C(C(=C1)C1=CC=C(C=C1)C(F)(F)F)N1CCCC1)=O (N—((R)-1-Hydroxymethyl-3-methyl-butyl)-6-pyrrolidin-1-yl-5-(4-trifluoromethyl-phenyl)-nicotinamide). Reaction SMILES: CO[C:3](=[O:12])[C:4]1[CH:9]=[C:8](Br)[C:7](Cl)=[N:6][CH:5]=1.[NH:13]1[CH2:17][CH2:16][CH2:15][CH2:14]1.[F:18][C:19]([F:30])([F:29])[C:20]1[CH:25]=[CH:24][C:23](B(O)O)=[CH:22][CH:21]=1.[NH2:31][C@@H:32]([CH2:37][OH:38])[CH2:33][CH:34]([CH3:36])[CH3:35]>>[OH:38][CH2:37][C@H:32]([NH:31][C:3](=[O:12])[C:4]1[CH:9]=[C:8]([C:23]2[CH:24]=[CH:25][C:20]([C:19]([F:30])([F:29])[F:18])=[CH:21][CH:22]=2)[C:7]([N:13]2[CH2:17][CH2:16][CH2:15][CH2:14]2)=[N:6][CH:5]=1)[CH2:33][CH:34]([CH3:36])[CH3:35]. Procedure details: The title compound was synthesized in analogy to the procedure described for the preparation of Example 43, using 5-bromo-6-chloro-nicotinic acid methyl ester, pyrrolidine (commercially available), 4-trifluoromethylphenyl-boronic acid (commercially available) and (R)-(−)-leucinol (commercially available) as starting materials. MS (ISP): 436.4 (M+H+).